Dataset: the Open Reaction Database (ORD), a public repository of structured organic reaction records. Task: describe an organic reaction: reactants, conditions, products, and yield Reactants: BrB(Br)Br, COc1cc2c3c4c(c(-c5ccccc5)cc3n(C)c2cc1CC(O)CO)C(=O)NC4=O. Product: Cn1c2cc(CC(O)CO)c(O)cc2c2c3c(c(-c4ccccc4)cc21)C(=O)NC3=O. Reaction SMILES: [B:33]([Br:34])([Br:35])[Br:36].[OH:1][CH:2]([CH2:3][c:4]1[c:5]([O:29][CH3:30])[cH:6][c:7]2[c:8]3[c:9]4[c:10]([c:11](-[c:18]5[cH:19][cH:20][cH:21][cH:22][cH:23]5)[cH:12][c:13]3[n:14]([CH3:17])[c:15]2[cH:16]1)[C:24](=[O:28])[NH:25][C:26]4=[O:27])[CH2:31][OH:32]>>[OH:1][CH:2]([CH2:3][c:4]1[c:5]([OH:29])[cH:6][c:7]2[c:8]3[c:9]4[c:10]([c:11](-[c:18]5[cH:19][cH:20][cH:21][cH:22][cH:23]5)[cH:12][c:13]3[n:14]([CH3:17])[c:15]2[cH:16]1)[C:24](=[O:28])[NH:25][C:26]4=[O:27])[CH2:31][OH:32]. The reactants are FC1=CC=C(C=C1)[N+](=O)[O-] (1-fluoro-4-nitrobenzene), C(C1=CC=CC=C1)N1CCC(CC1)NC (1-benzyl-N-methylpiperidin-4-amine), C([O-])([O-])=O.[K+].[K+] (potassium carbonate). The solvent is ClCCl (dichloromethane). Reaction conditions: temperature 100 celsius. Product: C(C1=CC=CC=C1)N1CCC(CC1)N(C1=CC=C(C=C1)[N+](=O)[O-])C (1-benzyl-N-methyl-N-(4-nitrophenyl)piperidin-4-amine). Yield: 95.4%. Reaction SMILES: F[C:2]1[CH:7]=[CH:6][C:5]([N+:8]([O-:10])=[O:9])=[CH:4][CH:3]=1.[CH2:11]([N:18]1[CH2:23][CH2:22][CH:21]([NH:24][CH3:25])[CH2:20][CH2:19]1)[C:12]1[CH:17]=[CH:16][CH:15]=[CH:14][CH:13]=1.C(=O)([O-])[O-].[K+].[K+]>ClCCl>[CH2:11]([N:18]1[CH2:23][CH2:22][CH:21]([N:24]([CH3:25])[C:2]2[CH:7]=[CH:6][C:5]([N+:8]([O-:10])=[O:9])=[CH:4][CH:3]=2)[CH2:20][CH2:19]1)[C:12]1[CH:13]=[CH:14][CH:15]=[CH:16][CH:17]=1 |f:2.3.4|. Reported procedure: A mixture of 1-fluoro-4-nitrobenzene (12.24 mmol, 1.726 g), 1-benzyl-N-methylpiperidin-4-amine (12.24 mmol, 2.5 g) and potassium carbonate (12.24 mmol, 1.691 g) was heated at 100° C. using an oil bath for 48 hours. The reaction mixture was allowed to cool to room temperature, diluted with dichloromethane and filtered. The filtrate was concentrated under vacuum to give the intermediate 1-benzyl-N-methyl-N-(4-nitrophenyl)piperidin-4-amine (3.8 g).